From a dataset of the Open Reaction Database (ORD), a public repository of structured organic reaction records. describe an organic reaction: reactants, conditions, products, and yield Reactants: CNC(OC1=CC(=CC=C1)C(C)C)=O (3-isopropylphenyl methylcarbamate), N1=CC=CC=C1 (pyridine), S(=O)(Cl)Cl (thionyl chloride), N1=CC=CC=C1 (Pyridine), C(CCCCC)O (1-hexanol). Run in O1CCCC1 (tetrahydrofuran). Conditions: time 12 hour. Product: CN(C(OC1=CC(=CC=C1)C(C)C)=O)S(=O)OCCCCCC (3-isopropylphenyl (methyl)(n-hexoxysulfinyl)carbamate). Isolated yield 95.2%. Reaction SMILES: [CH3:1][NH:2][C:3](=[O:14])[O:4][C:5]1[CH:10]=[CH:9][CH:8]=[C:7]([CH:11]([CH3:13])[CH3:12])[CH:6]=1.N1C=CC=CC=1.[S:21](Cl)(Cl)=[O:22].[CH2:25]([OH:31])[CH2:26][CH2:27][CH2:28][CH2:29][CH3:30]>O1CCCC1>[CH3:1][N:2]([S:21]([O:31][CH2:25][CH2:26][CH2:27][CH2:28][CH2:29][CH3:30])=[O:22])[C:3](=[O:14])[O:4][C:5]1[CH:10]=[CH:9][CH:8]=[C:7]([CH:11]([CH3:12])[CH3:13])[CH:6]=1. Procedure: To a solution of 3-isopropylphenyl methylcarbamate (3.8 g, 0.02 mol) in 20 ml anhydrous tetrahydrofuran was added 2.0 g pyridine (0.025 mol) and 2.5 g thionyl chloride (0.021 mol). The mixture was stirred for 12 hours at room temperature. Pyridine (2 g, 0.025 mol) was added and followed by 2.5 g of 1-hexanol (0.025 mol) added dropwise. Workup and purification according to procedure described for other derivatives yielded 6.5 g of the desired product (95% yield).